describe an organic reaction: reactants, conditions, products, and yield From a dataset of the Open Reaction Database (ORD), a public repository of structured organic reaction records. The reactants are N(=NC(=O)OCC)C(=O)OCC (diethyl azodicarboxylate), COC1=CC2=C(CCC[C@@H](C2)O)C=C1 ((S)-3-methoxy-6,7,8,9-tetrahydro-5H-benzocyclohepten-6-ol), C1(C=2C(C(N1)=O)=CC=CC2)=O (phthalimide), C1(=CC=CC=C1)P(C1=CC=CC=C1)C1=CC=CC=C1 (triphenylphosphine). The solvent is O1CCCC1 (tetrahydrofuran), O1CCCC1 (tetrahydrofuran). Conditions: time 2 day. Product: COC1=CC2=C(CCC[C@H](C2)N2C(C=3C(C2=O)=CC=CC3)=O)C=C1 ((R)-N-(3-methoxy-6,7,8,9-tetrahydro-5H-benzocyclohepten-6-yl)phthalimide). Isolated yield 25.7%. Reaction SMILES: [CH3:1][O:2][C:3]1[CH:14]=[CH:13][C:6]2[CH2:7][CH2:8][CH2:9][C@H:10](O)[CH2:11][C:5]=2[CH:4]=1.[C:15]1(=[O:25])[NH:19][C:18](=[O:20])[C:17]2=[CH:21][CH:22]=[CH:23][CH:24]=[C:16]12.C1(P(C2C=CC=CC=2)C2C=CC=CC=2)C=CC=CC=1.N(C(OCC)=O)=NC(OCC)=O>O1CCCC1>[CH3:1][O:2][C:3]1[CH:14]=[CH:13][C:6]2[CH2:7][CH2:8][CH2:9][C@@H:10]([N:19]3[C:18](=[O:20])[C:17]4=[CH:21][CH:22]=[CH:23][CH:24]=[C:16]4[C:15]3=[O:25])[CH2:11][C:5]=2[CH:4]=1. Reported procedure: To a mixture of (S)-3-methoxy-6,7,8,9-tetrahydro-5H-benzocyclohepten-6-ol (1.00 g), phthalimide (0.77 g), and triphenylphosphine (1.36 g) in dry tetrahydrofuran, was added dropwise a solution of diethyl azodicarboxylate (0.91 g) in dry tetrahydrofuran (3 ml) at 26° C.~33° C. The mixture was stirred at ambient temperature for 2 days. The solvent was evaporated in vacuo. Diethyl ether (30 ml) was added to the residue and the mixture was stirred and the resulting precipitates (triphenyl phosphinoxi...